From a dataset of the Open Reaction Database (ORD), a public repository of structured organic reaction records. describe an organic reaction: reactants, conditions, products, and yield Starting materials: N[C@@H]1CC[C@H](CC1)NC(=O)C1=CNC2=C1N=CN=C2C2=C(C=C(C=C2)OC)OCCOC (trans-4-[4-methoxy-2-(2-methoxy-ethoxy)-phenyl]-5H-pyrrolo[3,2-d]pyrimidine-7-carboxylic acid (4-amino-cyclohexyl)-amide), COCC(=O)Cl (methoxy-acetyl chloride). Product: COCC(=O)N[C@@H]1CC[C@H](CC1)NC(=O)C1=CNC2=C1N=CN=C2C2=C(C=C(C=C2)OC)OCCOC (trans-4-[4-Methoxy-2-(2-methoxy-ethoxy)-phenyl]-5H-pyrrolo[3,2-d]pyrimidine-7-carboxylic acid [4-(2-methoxy-acetylamino)-cyclohexyl]-amide). RXN SMILES: [NH2:1][C@H:2]1[CH2:7][CH2:6][C@H:5]([NH:8][C:9]([C:11]2[C:15]3[N:16]=[CH:17][N:18]=[C:19]([C:20]4[CH:25]=[CH:24][C:23]([O:26][CH3:27])=[CH:22][C:21]=4[O:28][CH2:29][CH2:30][O:31][CH3:32])[C:14]=3[NH:13][CH:12]=2)=[O:10])[CH2:4][CH2:3]1.[CH3:33][O:34][CH2:35][C:36](Cl)=[O:37]>>[CH3:33][O:34][CH2:35][C:36]([NH:1][C@H:2]1[CH2:7][CH2:6][C@H:5]([NH:8][C:9]([C:11]2[C:15]3[N:16]=[CH:17][N:18]=[C:19]([C:20]4[CH:25]=[CH:24][C:23]([O:26][CH3:27])=[CH:22][C:21]=4[O:28][CH2:29][CH2:30][O:31][CH3:32])[C:14]=3[NH:13][CH:12]=2)=[O:10])[CH2:4][CH2:3]1)=[O:37]. Reported procedure: Starting from trans-4-[4-methoxy-2-(2-methoxy-ethoxy)-phenyl]-5H-pyrrolo[3,2-d]pyrimidine-7-carboxylic acid (4-amino-cyclohexyl)-amide (example A182) and methoxy-acetyl chloride the title compound was obtained as colorless solid.